This data is from the Open Reaction Database (ORD), a public repository of structured organic reaction records. The task is: describe an organic reaction: reactants, conditions, products, and yield The reactants are C(C)OC(=O)C=1NC2=CC=C(C=C2C1)Br (5-bromoindole-2-carboxylic acid ethyl ester), C(C)(C)OC1=CC=C(C=C1)B(O)O (4-isopropoxyphenylboronic acid), BrC1=CC=C(C=C1)OC(C)C (4-bromo-1-isopropoxybenzene). Yields the product C(C)(C)OC1=CC=C(C=C1)N1C(=CC2=CC(=CC=C12)C1=CC=C(C=C1)OC(C)C)C(=O)O (1,5-Bis(4-isopropoxyphenyl)-indole-2-carboxylic acid). Reaction SMILES: C([O:3][C:4]([C:6]1[NH:7][C:8]2[C:13]([CH:14]=1)=[CH:12][C:11](Br)=[CH:10][CH:9]=2)=[O:5])C.[CH:16]([O:19][C:20]1[CH:25]=[CH:24][C:23](B(O)O)=[CH:22][CH:21]=1)([CH3:18])[CH3:17].Br[C:30]1[CH:35]=[CH:34][C:33]([O:36][CH:37]([CH3:39])[CH3:38])=[CH:32][CH:31]=1>>[CH:16]([O:19][C:20]1[CH:25]=[CH:24][C:23]([N:7]2[C:8]3[C:13](=[CH:12][C:11]([C:30]4[CH:35]=[CH:34][C:33]([O:36][CH:37]([CH3:39])[CH3:38])=[CH:32][CH:31]=4)=[CH:10][CH:9]=3)[CH:14]=[C:6]2[C:4]([OH:3])=[O:5])=[CH:22][CH:21]=1)([CH3:18])[CH3:17]. Procedure details: The title compound was prepared in accordance with Example 1, using 5-bromoindole-2-carboxylic acid ethyl ester, 4-isopropoxyphenylboronic acid and 4-bromo-1-isopropoxybenzene. The reactants are C(C1=CC=CC=C1)OC1=CC=C2C(=N1)NC=N2 (5-(benzyloxy)-3H-imidazo[4,5-b]pyridine), C(C)(C)C1=C(C=CC=C1)B(O)O (2-isopropylphenylboronic acid). The product is C(C)(C)C1=C(C=CC=C1)N1C=NC=2C1=NC(=CC2)O (3-(2-Isopropylphenyl)-3H-imidazo[4,5-b]pyridin-5-ol). As a reaction SMILES: C([O:8][C:9]1[N:14]=[C:13]2[NH:15][CH:16]=[N:17][C:12]2=[CH:11][CH:10]=1)C1C=CC=CC=1.[CH:18]([C:21]1[CH:26]=[CH:25][CH:24]=[CH:23][C:22]=1B(O)O)([CH3:20])[CH3:19]>>[CH:18]([C:21]1[CH:26]=[CH:25][CH:24]=[CH:23][C:22]=1[N:15]1[C:13]2=[N:14][C:9]([OH:8])=[CH:10][CH:11]=[C:12]2[N:17]=[CH:16]1)([CH3:20])[CH3:19]. Procedure: From 5-(benzyloxy)-3H-imidazo[4,5-b]pyridine and 2-isopropylphenylboronic acid, prepared in a similar manner as the one described in Example 1.26, the title compound was obtained. LCMS m/z=254.1 [M+H]+. Starting materials: COC(C1=CC(=CC(=C1)O)O)=O (3,5-dihydroxybenzoic acid methyl ester), BrCCCOC=1C=C(C=CC1)C1=CC=CC=C1 (3-(3-bromopropoxy)-1,1-biphenyl). Yields the product COC(C1=CC(=CC(=C1)OCCCOC=1C=C(C=CC1)C1=CC=CC=C1)OCCCOC=1C=C(C=CC1)C1=CC=CC=C1)=O (3,5-bis[3-(1,1'-biphenyl-3-yloxy)propoxy]benzoic acid methyl ester). RXN SMILES: [CH3:1][O:2][C:3](=[O:12])[C:4]1[CH:9]=[C:8]([OH:10])[CH:7]=[C:6]([OH:11])[CH:5]=1.Br[CH2:14][CH2:15][CH2:16][O:17][C:18]1[CH:19]=[C:20]([C:24]2[CH:29]=[CH:28][CH:27]=[CH:26][CH:25]=2)[CH:21]=[CH:22][CH:23]=1>>[CH3:1][O:2][C:3](=[O:12])[C:4]1[CH:5]=[C:6]([O:11][CH2:14][CH2:15][CH2:16][O:17][C:18]2[CH:19]=[C:20]([C:24]3[CH:29]=[CH:28][CH:27]=[CH:26][CH:25]=3)[CH:21]=[CH:22][CH:23]=2)[CH:7]=[C:8]([O:10][CH2:14][CH2:15][CH2:16][O:17][C:18]2[CH:19]=[C:20]([C:24]3[CH:29]=[CH:28][CH:27]=[CH:26][CH:25]=3)[CH:21]=[CH:22][CH:23]=2)[CH:9]=1. Procedure details: Using this procedure, the reaction of 3,5-dihydroxybenzoic acid methyl ester with 3-(3-bromopropoxy)-1,1-biphenyl gave 3,5-bis[3-(1,1'-biphenyl-3-yloxy)propoxy]benzoic acid methyl ester as an oil. The structure was confirmed by nmr and mass spectra.